Dataset: the Open Reaction Database (ORD), a public repository of structured organic reaction records. Task: describe an organic reaction: reactants, conditions, products, and yield Starting materials: BrC(C(=O)NC)C1=C(C=C(C=C1)Br)F (2-bromo-2-(4-bromo-2-fluorophenyl)-N-methylacetamide), C([O-])([O-])=O.[K+].[K+] (potassium carbonate), Cl.C1(CC1)N1C(COC2(C1)CCNCC2)=O (4-cyclopropyl-1-oxa-4,9-diazaspiro[5.5]undecan-3-one hydrochloride). Solvent: CN(C=O)C (N,N-dimethylformamide), O (water). Conditions: time 8 hour. The product is BrC1=CC(=C(C=C1)C(C(=O)NC)N1CCC2(CN(C(CO2)=O)C2CC2)CC1)F (2-(4-bromo-2-fluorophenyl)-2-(4-cyclopropyl-3-oxo-1-oxa-4,9-diazaspiro[5.5]undecan-9-yl)-N-methylacetamide). Yield: 70.3%. As a reaction SMILES: Br[CH:2]([C:7]1[CH:12]=[CH:11][C:10]([Br:13])=[CH:9][C:8]=1[F:14])[C:3]([NH:5][CH3:6])=[O:4].C(=O)([O-])[O-].[K+].[K+].Cl.[CH:22]1([N:25]2[CH2:30][C:29]3([CH2:35][CH2:34][NH:33][CH2:32][CH2:31]3)[O:28][CH2:27][C:26]2=[O:36])[CH2:24][CH2:23]1>CN(C)C=O.O>[Br:13][C:10]1[CH:11]=[CH:12][C:7]([CH:2]([N:33]2[CH2:34][CH2:35][C:29]3([O:28][CH2:27][C:26](=[O:36])[N:25]([CH:22]4[CH2:23][CH2:24]4)[CH2:30]3)[CH2:31][CH2:32]2)[C:3]([NH:5][CH3:6])=[O:4])=[C:8]([F:14])[CH:9]=1 |f:1.2.3,4.5|. Reported procedure: A solution of 2-bromo-2-(4-bromo-2-fluorophenyl)-N-methylacetamide (0.579 mmol) in N,N-dimethylformamide (3 mL) was treated with potassium carbonate (1.715 mmol) and 4-cyclopropyl-1-oxa-4,9-diazaspiro[5.5]undecan-3-one hydrochloride (0.632 mmol). The reaction was allowed to stir at room temperature overnight. The reaction solution was then diluted with water (50 mL) and was extracted three times with dichloromethane. The organic layers were combined and were washed with water three times, twice ... The reactants are O=[Ag-], CI, CN(C)C=O, C=C(CO)C(=O)OC1(CC)CCCC1. As a reaction SMILES: [Ag-:17]=[O:18].[CH3:15][I:16].[CH3:19][N:20]([CH3:21])[CH:22]=[O:23].[OH:1][CH2:2][C:3]([C:4](=[O:5])[O:6][C:7]1([CH2:12][CH3:13])[CH2:8][CH2:9][CH2:10][CH2:11]1)=[CH2:14]>>[O:1]([CH2:2][C:3]([C:4](=[O:5])[O:6][C:7]1([CH2:12][CH3:13])[CH2:8][CH2:9][CH2:10][CH2:11]1)=[CH2:14])[CH3:15]. Yields the product C=C(COC)C(=O)OC1(CC)CCCC1. The reactants are COC=1C=CC=C2C(N(C(=NC12)C)CCCC1CCNCC1)=O (8-methoxy-2-methyl-3-(3-piperidin-4-yl-propyl)-3H-quinazolin-4-one), Cl.ClCCCN1CCCCC1 (N-(3-chloropropyl)piperidine hydrochloride), C([O-])([O-])=O.[K+].[K+] (potassium carbonate), [I-].[K+] (potassium iodide). Run in C1CCOC1.O (THF H2O), CCOC(=O)C (EtOAc). Product: COC=1C=CC=C2C(N(C(=NC12)C)CCCC1CCN(CC1)CCCN1CCCCC1)=O (8-methoxy-2-methyl-3-{3-[1-(3-piperidin-1-yl-propyl)-piperidin-4-yl]-propyl}-3H-quinazolin-4-one). As a reaction SMILES: [CH3:1][O:2][C:3]1[CH:4]=[CH:5][CH:6]=[C:7]2[C:12]=1[N:11]=[C:10]([CH3:13])[N:9]([CH2:14][CH2:15][CH2:16][CH:17]1[CH2:22][CH2:21][NH:20][CH2:19][CH2:18]1)[C:8]2=[O:23].Cl.Cl[CH2:26][CH2:27][CH2:28][N:29]1[CH2:34][CH2:33][CH2:32][CH2:31][CH2:30]1.C(=O)([O-])[O-].[K+].[K+].[I-].[K+]>C1COCC1.O.CCOC(C)=O>[CH3:1][O:2][C:3]1[CH:4]=[CH:5][CH:6]=[C:7]2[C:12]=1[N:11]=[C:10]([CH3:13])[N:9]([CH2:14][CH2:15][CH2:16][CH:17]1[CH2:18][CH2:19][N:20]([CH2:26][CH2:27][CH2:28][N:29]3[CH2:34][CH2:33][CH2:32][CH2:31][CH2:30]3)[CH2:21][CH2:22]1)[C:8]2=[O:23] |f:1.2,3.4.5,6.7,8.9|. Reported procedure: A mixture of the product from Step B (331 mg, 0.94 mmol), N-(3-chloropropyl)piperidine hydrochloride (666 mg, 1.88 mmol), potassium carbonate (260 mg, 1.88 mmol) and potassium iodide (312 mg, 1.88 mmol) in THF/H2O (3:1 mixture, 40 mL) was heated under reflux for 17 h. The reaction mixture was cooled to room temperature and diluted with EtOAc. The organic solution was washed with sat'd aq NaHCO3, sat'd aq brine, dried and concentrated. The crude residue was chromatographed on SiO2-gel using a sol... As a reaction SMILES: Br[CH:2]1[CH2:10][C:9]2[C:4](=[CH:5][CH:6]=[CH:7][CH:8]=2)[C:3]1=O.[C:12]1(=[O:27])[N:16]([CH2:17][CH2:18][C:19](=[S:21])[NH2:20])[C:15](=[O:22])[C:14]2=[CH:23][CH:24]=[CH:25][CH:26]=[C:13]12>>[C:15]1(=[O:22])[N:16]([CH2:17][CH2:18][C:19]2[S:21][C:2]3[CH2:10][C:9]4[CH:8]=[CH:7][CH:6]=[CH:5][C:4]=4[C:3]=3[N:20]=2)[C:12](=[O:27])[C:13]2=[CH:26][CH:25]=[CH:24][CH:23]=[C:14]12. Reported procedure: 2-Bromo-1-indanone, 3-phthalimidopropanethioamide The product is C1(C=2C(C(N1CCC=1SC3=C(N1)C=1C=CC=CC1C3)=O)=CC=CC2)=O (2-(2-Phthalimidoethyl)-8H-indeno[1,2-d]thiazole). The reactants are BrC1C(C2=CC=CC=C2C1)=O (2-Bromo-1-indanone), C1(C=2C(C(N1CCC(N)=S)=O)=CC=CC2)=O (3-phthalimidopropanethioamide). Reaction SMILES: C1COCC1.[BH4-].[Li+].C[O:9][C:10](=O)[CH2:11][N:12]([C:20]1[CH:25]=[CH:24][CH:23]=[CH:22][CH:21]=1)[C:13]([O:15][C:16]([CH3:19])([CH3:18])[CH3:17])=[O:14].CO>O>[C:13]([N:12]([C:20]1[CH:21]=[CH:22][CH:23]=[CH:24][CH:25]=1)[CH2:11][CH2:10][OH:9])([O:15][C:16]([CH3:18])([CH3:19])[CH3:17])=[O:14] |f:1.2|. Reaction conditions: time 8 hour. The reactants are C1CCOC1 (THF), [BH4-].[Li+] (lithium borohydride), COC(CN(C(=O)OC(C)(C)C)C1=CC=CC=C1)=O (N-(tert-butoxycarbonyl)phenylglycine methyl ester), resultant solution, CO (methanol). The yield is 35.3%. The product is C(=O)(OC(C)(C)C)N(CCO)C1=CC=CC=C1 (N-Boc-Phenylglycinol). The solvent is O (Water). Procedure: In a THF solution containing 0.30 g of lithium borohydride, 1.30 g of N-(tert-butoxycarbonyl)phenylglycine methyl ester was added under ice cooling. To the resultant solution, methanol was added dropwise under ice cooling and stirred overnight at room temperature. Water was added to the reaction mixture, extracted with ethyl acetate. The organic layer was washed with water and saturated sodium chloride aqueous solution, successively, and dried over anhydrous sodium sulfate. The dried solution wa...